Dataset: the Open Reaction Database (ORD), a public repository of structured organic reaction records. Task: describe an organic reaction: reactants, conditions, products, and yield The reactants are C(=O)(OCC1=CC=CC=C1)N[C@@H](C(C)C)C(=O)OC1=C(C=CC=C1)CC(=O)OCC1=CC=C(C=C1)OC (4-Methoxybenzyl 2-(N-CBz-L-valyloxy)phenylacetate), FC(C(=O)O)(F)F (Triflouroacetic acid). Run in ClCCl (dichloromethane). Run at time 40 minute. The product is C(=O)(OCC1=CC=CC=C1)N[C@@H](C(C)C)C(=O)OC1=C(C=CC=C1)CC(=O)O (2-(N-CBz-L-valyloxy)phenylacetic acid). The yield is 80.3%. Reaction SMILES: [C:1]([NH:11][C@H:12]([C:16]([O:18][C:19]1[CH:24]=[CH:23][CH:22]=[CH:21][C:20]=1[CH2:25][C:26]([O:28]CC1C=CC(OC)=CC=1)=[O:27])=[O:17])[CH:13]([CH3:15])[CH3:14])([O:3][CH2:4][C:5]1[CH:10]=[CH:9][CH:8]=[CH:7][CH:6]=1)=[O:2].FC(F)(F)C(O)=O>ClCCl>[C:1]([NH:11][C@H:12]([C:16]([O:18][C:19]1[CH:24]=[CH:23][CH:22]=[CH:21][C:20]=1[CH2:25][C:26]([OH:28])=[O:27])=[O:17])[CH:13]([CH3:15])[CH3:14])([O:3][CH2:4][C:5]1[CH:10]=[CH:9][CH:8]=[CH:7][CH:6]=1)=[O:2]. Procedure details: 4-Methoxybenzyl 2-(N-CBz-L-valyloxy)phenylacetate (4.25 g, 8.4 mmol), was dissolved in dichloromethane (40 ml). Triflouroacetic acid (8 ml) was added with cooling on ice. The mixture was allowed to reach room temperature and stirred for 40 min. The solvent was removed under reduced pressure and the crude product was recrystallized twice (hexan-ethyl acetate+a small amount of dichloromethane) to give the title compound (2.6 g, 80%). The compound can be activated and esterified to a drug or furthe...